Dataset: the Open Reaction Database (ORD), a public repository of structured organic reaction records. Task: describe an organic reaction: reactants, conditions, products, and yield Reactants: CC1(OB(OC1(C)C)C1=CC=C(C=C1)C1CCNCC1)C (4-(4-(4,4,5,5-tetramethyl-1,3,2-dioxaborolan-2-yl)phenyl)piperidine), CC=O (MeCHO), CC(=O)O (AcOH), [BH-](OC(=O)C)(OC(=O)C)OC(=O)C.[Na+] (NaBH(OAc)3), C(=O)(O)[O-].[Na+] (NaHCO3). Solvent: C1CCOC1 (THF). Conditions: time 20 minute. Product: C(C)N1CCC(CC1)C1=CC=C(C=C1)B1OC(C(O1)(C)C)(C)C (1-ethyl-4-(4-(4,4,5,5-tetramethyl-1,3,2-dioxaborolan-2-yl)phenyl)piperidine). As a reaction SMILES: [CH3:1][C:2]1([CH3:21])[C:6]([CH3:8])([CH3:7])[O:5][B:4]([C:9]2[CH:14]=[CH:13][C:12]([CH:15]3[CH2:20][CH2:19][NH:18][CH2:17][CH2:16]3)=[CH:11][CH:10]=2)[O:3]1.[CH3:22][CH:23]=O.CC(O)=O.[BH-](OC(C)=O)(OC(C)=O)OC(C)=O.[Na+].C([O-])(O)=O.[Na+]>C1COCC1>[CH2:22]([N:18]1[CH2:19][CH2:20][CH:15]([C:12]2[CH:13]=[CH:14][C:9]([B:4]3[O:3][C:2]([CH3:21])([CH3:1])[C:6]([CH3:7])([CH3:8])[O:5]3)=[CH:10][CH:11]=2)[CH2:16][CH2:17]1)[CH3:23] |f:3.4,5.6|. Procedure: To a solution of 4-(4-(4,4,5,5-tetramethyl-1,3,2-dioxaborolan-2-yl)phenyl)piperidine in THF was added MeCHO (40%, 0.17 mL, 1.48 mmol) and AcOH (45 mg, 0.74 mmol), the mixture was stirred at room temperature for 20 minutes. Then the NaBH(OAc)3 (157 mg, 0.74 mmol) was added and stirred overnight. The reaction solution was poured to NaHCO3, extracted with EA, dried and concentrated to give product as white solid. MS (m/z): 316 (M+H)+. The reactants are NC1[C@@H]2N(C(C(CS2)O)C(=O)O)C1=O (7-Amino-3-hydroxycepham-4-carboxylic acid), CON=C(C(=O)O)C(CBr)(OCC)OCC (2-methoxyimino-3,3-diethoxy-4-bromobutyric acid), P(=O)(Cl)(Cl)Cl (phosphorus oxychloride), CN(C=O)C (N,N-dimethylformamide), Example 25 ( 1 ). Run in O1CCCC1 (tetrahydrofuran), CC(=O)C (acetone), O (water). Yields the product CON=C(C(=O)NC1[C@@H]2N(C(C(CS2)O)C(=O)O)C1=O)C(CBr)(OCC)OCC (7-(2-methoxyimino-3,3-diethoxy-4-bromobutyramido)-3-hydroxycepham-4-carboxylic acid). The yield is 68.7%. RXN SMILES: [NH2:1][CH:2]1[C:13](=[O:14])[N:4]2[CH:5]([C:10]([OH:12])=[O:11])[CH:6]([OH:9])[CH2:7][S:8][C@H:3]12.[CH3:15][O:16][N:17]=[C:18]([C:22]([O:28][CH2:29][CH3:30])([O:25][CH2:26][CH3:27])[CH2:23][Br:24])[C:19](O)=[O:20].P(Cl)(Cl)(Cl)=O.CN(C)C=O>O1CCCC1.CC(C)=O.O>[CH3:15][O:16][N:17]=[C:18]([C:22]([O:28][CH2:29][CH3:30])([O:25][CH2:26][CH3:27])[CH2:23][Br:24])[C:19]([NH:1][CH:2]1[C:13](=[O:14])[N:4]2[CH:5]([C:10]([OH:12])=[O:11])[CH:6]([OH:9])[CH2:7][S:8][C@H:3]12)=[O:20]. Reported procedure: 7-Amino-3-hydroxycepham-4-carboxylic acid (10.9 g, purity 84.8%), 2-methoxyimino-3,3-diethoxy-4-bromobutyric acid (syn isomer, 17.9 g), phosphorus oxychloride (6.8 ml), N,N-dimethylformamide (5.5 ml), water (100 ml), acetone (50 ml.) and tetrahydrofuran (44 ml) were treated in a similar manner to that of Example 25 (1) to give 7-(2-methoxyimino-3,3-diethoxy-4-bromobutyramido)-3-hydroxycepham-4-carboxylic acid (syn isomer, 17.1 g.). The I.R. spectrum and N.M.R. spectrum of the compound were the s... Run in C(C)OCC (diethyl ether). Starting materials: C1(=CC=CC=C1)C(C1=CC=CC=C1)=NC(C(=O)OCC)C1=CC=C(C(=O)OC(C)(C)C)C=C1 (Tert-butyl 4-{1-[(diphenylmethylene)amino]-2-ethoxy-2-oxoethyl}benzoate), Cl (HCl). Procedure: Tert-butyl 4-{1-[(diphenylmethylene)amino]-2-ethoxy-2-oxoethyl}benzoate (17.4 g, 39.2 mmol) and 2N HCl (200 mL, 400 mmol) were stirred in diethyl ether (200 mL) at room temperature overnight. The aqueous phase was separated and concentrated in vacuo. The HCl salt was dissolved in water and 35 mL of 2N NaOH was added. The volume was reduced in vacuo and the resulting precipitate collected by filtration to give to give the desired product as a white solid. 1H NMR (DMSO-d6, 600 MHz) δ 7.88 (d, J=8.... RXN SMILES: C1(C(=[N:14][CH:15]([C:21]2[CH:33]=[CH:32][C:24]([C:25]([O:27]C(C)(C)C)=[O:26])=[CH:23][CH:22]=2)[C:16]([O:18][CH2:19][CH3:20])=[O:17])C2C=CC=CC=2)C=CC=CC=1.Cl>C(OCC)C>[NH2:14][CH:15]([C:21]1[CH:33]=[CH:32][C:24]([C:25]([OH:27])=[O:26])=[CH:23][CH:22]=1)[C:16]([O:18][CH2:19][CH3:20])=[O:17]. Yields the product NC(C(=O)OCC)C1=CC=C(C(=O)O)C=C1 (4-(1-amino-2-ethoxy-2-oxoethyl)benzoic acid). Starting materials: BrC=1C=C(C(N(C1)C)=O)NC1=NN2C(CN(CC2)CCC#N)=C1 (3-(2-(5-Bromo-1-methyl-2-oxo-1,2-dihydropyridin-3-ylamino)-6,7-dihydropyrazolo[1,5-a]pyrazin-5(4H)-yl)propanenitrile), C(C)(=O)OCC=1C(=NC=CC1B1OC(C(O1)(C)C)(C)C)N1C(C2=CC=3CC(CC3N2CC1)(C)C)=O ((2-{4,4-dimethyl-9-oxo-1,10-diazatricyclo[6.4.0.02,6]dodeca-2(6),7-dien-10-yl}-4-(tetramethyl-1,3,2-dioxaborolan-2-yl)pyridin-3-yl)methyl acetate). The product is C(C)(=O)OCC=1C(=NC=CC1C1=CN(C(C(=C1)NC1=NN2C(CN(CC2)CCC#N)=C1)=O)C)N1C(C2=CC=3CC(CC3N2CC1)(C)C)=O ([4-(5-{[5-(2-Cyanoethyl)-4H,5H,6H,7H-pyrazolo[1,5-a]pyrazin-2-yl]amino}-1-methyl-6-oxo-1,6-dihydropyridin-3-yl)-2-{4,4-dimethyl-9-oxo-1,10-diazatricyclo[6.4.0.02,6]dodeca-2(6),7-dien-10-yl}pyridin-3-yl]methyl Acetate). Isolated yield 51.3%. Reaction SMILES: Br[C:2]1[CH:3]=[C:4]([NH:10][C:11]2[CH:23]=[C:14]3[CH2:15][N:16]([CH2:19][CH2:20][C:21]#[N:22])[CH2:17][CH2:18][N:13]3[N:12]=2)[C:5](=[O:9])[N:6]([CH3:8])[CH:7]=1.[C:24]([O:27][CH2:28][C:29]1[C:30]([N:44]2[CH2:55][CH2:54][N:53]3[C:46](=[CH:47][C:48]4[CH2:49][C:50]([CH3:57])([CH3:56])[CH2:51][C:52]=43)[C:45]2=[O:58])=[N:31][CH:32]=[CH:33][C:34]=1B1OC(C)(C)C(C)(C)O1)(=[O:26])[CH3:25]>>[C:24]([O:27][CH2:28][C:29]1[C:30]([N:44]2[CH2:55][CH2:54][N:53]3[C:46](=[CH:47][C:48]4[CH2:49][C:50]([CH3:57])([CH3:56])[CH2:51][C:52]=43)[C:45]2=[O:58])=[N:31][CH:32]=[CH:33][C:34]=1[C:2]1[CH:3]=[C:4]([NH:10][C:11]2[CH:23]=[C:14]3[CH2:15][N:16]([CH2:19][CH2:20][C:21]#[N:22])[CH2:17][CH2:18][N:13]3[N:12]=2)[C:5](=[O:9])[N:6]([CH3:8])[CH:7]=1)(=[O:26])[CH3:25]. Reported procedure: Following the procedure of Example 309d, and starting with 338c (150 mg, 0.45 mmol) and {3-[(acetoxy)methyl]-2-{4,4-dimethyl-9-oxo-1,10-diazatricyclo[6.4.0.02,6]dodeca-2(6),7-dien-10-yl}pyridin-4-yl}boronic acid 199e (358 mg, 0.90 mmol) afforded 338d as a yellow solid (150 mg, 52%). MS-ESI: [M+H]+ 650.3